Dataset: the Open Reaction Database (ORD), a public repository of structured organic reaction records. Task: describe an organic reaction: reactants, conditions, products, and yield Starting materials: FC(C1=NNC=N1)(F)F (3-(trifluoromethyl)-1H-1,2,4-triazole), C=O (paraformaldehyde). Solvent: CC(=O)C (acetone). Reaction conditions: temperature 150 celsius, time 5 hour. Product: FC(C1=NN(C=N1)CO)(F)F (3-(trifluoromethyl)-1H-1,2,4-triazole 1-ylmethanol). Isolated yield 94.3%. RXN SMILES: [F:1][C:2]([F:9])([F:8])[C:3]1[N:7]=[CH:6][NH:5][N:4]=1.[CH2:10]=[O:11]>CC(C)=O>[F:1][C:2]([F:9])([F:8])[C:3]1[N:7]=[CH:6][N:5]([CH2:10][OH:11])[N:4]=1. Reported procedure: The mixture of 2.74 g of 3-(trifluoromethyl)-1H-1,2,4-triazole and 1.20 g of paraformaldehyde was stirred at 150° C. for 5 hours. After the reaction mixture was cooled to room temperature, acetone was added to the reaction mixture, and the mixture was filtered. The filtrate was concentrated. The residue was subjected to silica gel column chromatography to obtain 3.15 g of 3-(trifluoromethyl)-1H-1,2,4-triazole 1-ylmethanol. Procedure details: The intermediate ethyl ester was synthesized according to the procedure described for the preparation of Example 378, method 2 using 1-chloro-7-hydroxy-5H-benzo[c][1,8]naphthyridin-6-one and N-(4-amino-phenyl)-benzamide to provide 446. LC-MS (M+H=423, obsd.=423). 1H NMR (400 MHz, DMSO-d6): δ, 6.95 (d, 2H), 7.21 (d, 2H), 7.55 (m, 2H), 7.76 (d, 2H), 7.95 (d, 2H), 8.09 (d, 1H), 8.21 (d, 1H), 8.88 (s, 1H), 10.23 (s, 1H). Yields the product ethyl ester, OC1=CC=CC2=C1C(NC1=NC=CC(=C21)NC2=CC=C(C=C2)NC(C2=CC=CC=C2)=O)=O (N-[4-(7-Hydroxy-6-oxo-5,6-dihydro-benzo[c][1,8]naphthyridin-1-ylamino)-phenyl]-benzamide). Reactants: ClC1=C2C3=C(C(NC2=NC=C1)=O)C(=CC=C3)O (1-chloro-7-hydroxy-5H-benzo[c][1,8]naphthyridin-6-one), NC1=CC=C(C=C1)NC(C1=CC=CC=C1)=O (N-(4-amino-phenyl)-benzamide). RXN SMILES: Cl[C:2]1[CH:11]=[CH:10][N:9]=[C:8]2[C:3]=1[C:4]1[CH:16]=[CH:15][CH:14]=[C:13]([OH:17])[C:5]=1[C:6](=[O:12])[NH:7]2.[NH2:18][C:19]1[CH:24]=[CH:23][C:22]([NH:25][C:26](=[O:33])[C:27]2[CH:32]=[CH:31][CH:30]=[CH:29][CH:28]=2)=[CH:21][CH:20]=1>>[OH:17][C:13]1[C:5]2[C:6](=[O:12])[NH:7][C:8]3[C:3]([C:4]=2[CH:16]=[CH:15][CH:14]=1)=[C:2]([NH:18][C:19]1[CH:24]=[CH:23][C:22]([NH:25][C:26](=[O:33])[C:27]2[CH:32]=[CH:31][CH:30]=[CH:29][CH:28]=2)=[CH:21][CH:20]=1)[CH:11]=[CH:10][N:9]=3. Starting materials: ClC1=NC(=CC(=N1)OC)OC (2-chloro-4,6-dimethoxypyrimidine), OC=1C(=NC=CC1)C(=O)OC (methyl 3-hydroxy-2-pyridinecarboxylate), CS(=O)[O-].[Na+] (sodium methanesulfinate), C([O-])([O-])=O.[K+].[K+] (potassium carbonate). Solvent: CN(C=O)C (N,N-dimethylformamide). Run at time 5 hour. The product is COC1=NC(=NC(=C1)OC)OC=1C(=NC=CC1)C(=O)OC (methyl 3-(4,6-dimethoxy-2-pyrimidinyloxy)-2-pyridinecarboxylate). RXN SMILES: Cl[C:2]1[N:7]=[C:6]([O:8][CH3:9])[CH:5]=[C:4]([O:10][CH3:11])[N:3]=1.[OH:12][C:13]1[C:14]([C:19]([O:21][CH3:22])=[O:20])=[N:15][CH:16]=[CH:17][CH:18]=1.CS([O-])=O.[Na+].C(=O)([O-])[O-].[K+].[K+]>CN(C)C=O>[CH3:11][O:10][C:4]1[CH:5]=[C:6]([O:8][CH3:9])[N:7]=[C:2]([O:12][C:13]2[C:14]([C:19]([O:21][CH3:22])=[O:20])=[N:15][CH:16]=[CH:17][CH:18]=2)[N:3]=1 |f:2.3,4.5.6|. Procedure: 1.75 g (10 mmol) of 2-chloro-4,6-dimethoxypyrimidine, 1.53 g (10 mmol) of methyl 3-hydroxy-2-pyridinecarboxylate and 0.104 g (1.0 mmol) of sodium methanesulfinate were heated in the presence of 2.17 g (15 mmol) of potassium carbonate in 6 ml of N,N-dimethylformamide to 100° C. with stirring. After 5 hours, the solvent was removed in a rotary evaporator at 60° C./20 mbar. The residue was purified by chromatography on a silica gel column (eluent hexane/ethyl acetate 4:1). The title product was obt... Starting materials: CN1CCOCC1 (NMM), C1CCC(CC1)N=C=NC2CCCCC2 (DCC), NC=1SC2=C(N1)C=CC=C2 (2-aminobenzothiazole), C=1C=CC2=C(C1)N=NN2O (HOBt). Run in C1CCOC1 (THF), C1CCOC1 (THF). Conditions: time 2 hour. The product is S1C(=NC2=C1C=CC=C2)NC([C@H](C(C)C)O)=O (N-(2-Benzothiazolyl)-(2S)-2-hydroxyisovaleramide), needles. Isolated yield 85.0%. RXN SMILES: [NH2:1][C:2]1[S:3][C:4]2[CH:10]=[CH:9][CH:8]=[CH:7][C:5]=2[N:6]=1.C1C=CC2N([OH:20])N=NC=2C=1.CN1[CH2:27][CH2:26][O:25]CC1.[CH2:28]1[CH2:33]CC(N=C=NC2CCCCC2)C[CH2:29]1>C1COCC1>[S:3]1[C:4]2[CH:10]=[CH:9][CH:8]=[CH:7][C:5]=2[N:6]=[C:2]1[NH:1][C:26](=[O:25])[C@@H:27]([OH:20])[CH:28]([CH3:33])[CH3:29]. Procedure details: A solution of (S)-(+)-Hiva (3, 1.00 g, 8.5 mmol), 2-aminobenzothiazole (6q, 1.27 g, 8.5 mmol) and HOBt (2.29 g, 17 mmol, 2 eq) in dry THF (15 ml) is cooled to 0° C., under N2, with stirring. To the solution is added NMM (0.93 mL, 8.5 mmol) and a solution of DCC (1.75 g, 8.5 mmol) in THF (5 mL). The reaction is then allowed to reach room temperature over 2 hours. The solution is filtered and concentrated to dryness. The oily residue is dissolved in CH2Cl2 (50 mL) and washed successively with satu... Reactants: C(CCC)OC(\C=C\C1=CC(=C(C(=C1)C)OC1=NC=C(C=C1)O)Cl)=O ((E)-3-{3-chloro-4-[(5-hydroxypyridin-2-yl)oxy]-5-methylphenyl}prop-2-enoic acid butyl ester), [OH-].[Na+] (NaOH). Reaction SMILES: C([O:5][C:6](=[O:25])/[CH:7]=[CH:8]/[C:9]1[CH:14]=[C:13]([CH3:15])[C:12]([O:16][C:17]2[CH:22]=[CH:21][C:20]([OH:23])=[CH:19][N:18]=2)=[C:11]([Cl:24])[CH:10]=1)CCC.[OH-].[Na+]>CO>[Cl:24][C:11]1[CH:10]=[C:9](/[CH:8]=[CH:7]/[C:6]([OH:25])=[O:5])[CH:14]=[C:13]([CH3:15])[C:12]=1[O:16][C:17]1[CH:22]=[CH:21][C:20]([OH:23])=[CH:19][N:18]=1 |f:1.2|. The product is ClC=1C=C(C=C(C1OC1=NC=C(C=C1)O)C)/C=C/C(=O)O ((E)-3-{3-chloro-4-[(5-hydroxypyridin-2-yl)oxy]-5-methylphenyl}prop-2-enoic acid). Run in CO (MeOH). Procedure: To a MeOH (10 mL) solution of the ester (4.73 g) was added 5 M NaOH (2 mL), and stirred for 1 hour at 50° C., then MeOH was evaporated. The residue was dissolved in water, and acidified with 6 M HCl. The resulting precipitate was collected by filtration and dried to afford (E)-3-{3-chloro-4-[(5-hydroxypyridin-2-yl)oxy]-5-methylphenyl}prop-2-enoic acid as a pale yellow powder (3.77 g). Reaction conditions: temperature 50 celsius, time 1 hour. Isolated yield 94.3%. The reactants are N#CC1(c2cccc(O)c2)CCOCC1, Cc1nccn1-c1ccc(I)cc1, [K+], [K+], O=C([O-])[O-], c1ccncc1. Yields the product Cc1nccn1-c1ccc(Oc2cccc(C3(C#N)CCOCC3)c2)cc1. RXN SMILES: [C:14](#[N:15])[C:16]1([c:22]2[cH:23][c:24]([OH:28])[cH:25][cH:26][cH:27]2)[CH2:17][CH2:18][O:19][CH2:20][CH2:21]1.[CH3:1][c:2]1[n:3](-[c:7]2[cH:8][cH:9][c:10]([I:13])[cH:11][cH:12]2)[cH:4][cH:5][n:6]1.[K+:29].[K+:30].[O-:31][C:32]([O-:33])=[O:34].[cH:35]1[cH:36][cH:37][n:38][cH:39][cH:40]1>>[CH3:1][c:2]1[n:3](-[c:7]2[cH:8][cH:9][c:10]([O:28][c:24]3[cH:23][c:22]([C:16]4([C:14]#[N:15])[CH2:17][CH2:18][O:19][CH2:20][CH2:21]4)[cH:27][cH:26][cH:25]3)[cH:11][cH:12]2)[cH:4][cH:5][n:6]1. Reactants: O1COC2=C1C=CC(=C2)C2=C(C(N(C1=CC=C(C=C21)OCC)CC2=C(C=CC=C2)OC)=O)C(=O)O (4-(1,3-benzodioxol-5-yl)-1,2-dihydro-6-ethoxy-1-(2-methoxybenzyl)-2-oxoquinoline-3-carboxylic acid), O1COC2=C1C=CC(=C2)C2=C(C(N(C1=CC=C(C=C21)OCC)CC2=C(C=CC=C2)OC)=O)C(=O)OC (methyl 4-(1,3-benzodioxol-5-yl)-1,2-dihydro-6-ethoxy-1-(2-methoxybenzyl)-2-oxoquinoline-3-carboxylate), [OH-].[K+] (KOH). Solvent: CO (methanol). Product: O1COC2=C1C=CC(=C2)C2=C(C(=NC1=CC=C(C=C21)OCC)OCC2=C(C=CC=C2)OC)C(=O)O (4-(1, 3-benzodioxol-5-yl)-6-ethoxy-2-(2-methoxybenzyloxy)quinoline-3-carboxylic acid), methyl 4-(1,3-benzodioxol-5-yl)-6-ethoxy-2-(2-methoxybenzyloxy) quinoline-3-carboxylate. Reaction SMILES: [O:1]1[C:5]2[CH:6]=[CH:7][C:8]([C:10]3[C:19]4[C:14](=[CH:15][CH:16]=[C:17]([O:20][CH2:21][CH3:22])[CH:18]=4)[N:13](CC4C=CC=CC=4OC)[C:12](=[O:32])[C:11]=3[C:33]([O:35]C)=[O:34])=[CH:9][C:4]=2[O:3][CH2:2]1.[OH-].[K+].O1C2C=CC(C3C4C(=CC=C(OCC)C=4)N([CH2:61][C:62]4[CH:67]=[CH:66][CH:65]=[CH:64][C:63]=4[O:68][CH3:69])C(=O)C=3C(O)=O)=CC=2OC1>CO>[O:1]1[C:5]2[CH:6]=[CH:7][C:8]([C:10]3[C:19]4[C:14](=[CH:15][CH:16]=[C:17]([O:20][CH2:21][CH3:22])[CH:18]=4)[N:13]=[C:12]([O:32][CH2:61][C:62]4[CH:67]=[CH:66][CH:65]=[CH:64][C:63]=4[O:68][CH3:69])[C:11]=3[C:33]([OH:35])=[O:34])=[CH:9][C:4]=2[O:3][CH2:2]1 |f:1.2|. Reported procedure: A solution of 0.5 g of methyl 4-(1,3-benzodioxol-5-yl)-1,2-dihydro-6-ethoxy-1-(2-methoxybenzyl)-2-oxoquinoline-3-carboxylate and 6 ml of 5N KOH in 10 ml of methanol is boiled under reflux for 2 hours. The usual working up results in 4-(1,3-benzodioxol-5-yl)-1,2-dihydro-6-ethoxy-1-(2-methoxybenzyl)-2-oxoquinoline-3-carboxylic acid, m.p. 225°-226°. Analogously, the O-alkylation product 4-(1, 3-benzodioxol-5-yl)-6-ethoxy-2-(2-methoxybenzyloxy)quinoline-3-carboxylic acid is obtained from methyl 4-(1... The product is FC(C=1C=C(CN2C=NC(=C2C=2C=NC=CC2)C(=O)C=2C(=NOC2C2=C(C=CC=C2)Cl)CC=O)C=C(C1)C(F)(F)F)(F)F ([4-[1-(3,5-Bis-trifluoromethyl-benzyl)-5-pyridin-3-yl-1H-imidazole-4-carbonyl]-5-(2-chloro-phenyl)-isoxazol-3-yl]-acetaldehyde). Reaction conditions: temperature 100 celsius, time 18 hour. Procedure details: Dissolve [1-(3,5-Bis-trifluoromethyl-benzyl)-5-pyridin-3-yl-1H-imidazol-4-yl]-[5-(2-chloro-phenyl)-3-[1,3]dioxolan-2-ylmethyl-isoxazol-4-yl]-methanone (0.23 g, 0.35 mmol) in acetic acid (4 mL) and add H2O (2 mL). Attach a reflux condenser and warm to 100° C. After 18 h., concentrate the solution under reduced pressure, neutralize with sat. aq. NaHCO3, and extract with CH2Cl2 and EtOAc (2×). Dry the combined organic layers over MgSO4, filter, and concentrate to give the title compound: MS (ES) 61... Solvent: C(C)(=O)O (acetic acid). Starting materials: FC(C=1C=C(CN2C=NC(=C2C=2C=NC=CC2)C(=O)C=2C(=NOC2C2=C(C=CC=C2)Cl)CC2OCCO2)C=C(C1)C(F)(F)F)(F)F ([1-(3,5-Bis-trifluoromethyl-benzyl)-5-pyridin-3-yl-1H-imidazol-4-yl]-[5-(2-chloro-phenyl)-3-[1,3]dioxolan-2-ylmethyl-isoxazol-4-yl]-methanone), O (H2O). Reaction SMILES: [F:1][C:2]([F:46])([F:45])[C:3]1[CH:4]=[C:5]([CH:38]=[C:39]([C:41]([F:44])([F:43])[F:42])[CH:40]=1)[CH2:6][N:7]1[C:11]([C:12]2[CH:13]=[N:14][CH:15]=[CH:16][CH:17]=2)=[C:10]([C:18]([C:20]2[C:21]([CH2:32][CH:33]3OCC[O:34]3)=[N:22][O:23][C:24]=2[C:25]2[CH:30]=[CH:29][CH:28]=[CH:27][C:26]=2[Cl:31])=[O:19])[N:9]=[CH:8]1.O>C(O)(=O)C>[F:45][C:2]([F:1])([F:46])[C:3]1[CH:4]=[C:5]([CH:38]=[C:39]([C:41]([F:44])([F:42])[F:43])[CH:40]=1)[CH2:6][N:7]1[C:11]([C:12]2[CH:13]=[N:14][CH:15]=[CH:16][CH:17]=2)=[C:10]([C:18]([C:20]2[C:21]([CH2:32][CH:33]=[O:34])=[N:22][O:23][C:24]=2[C:25]2[CH:30]=[CH:29][CH:28]=[CH:27][C:26]=2[Cl:31])=[O:19])[N:9]=[CH:8]1. Starting materials: product, C(C)(=O)OC(CCCN(C#N)CCCCCCC(=O)OCC)CCCCC(F)(F)F (ethyl 7-[N-(4-acetoxy-9,9,9-trifluorononyl)cyanamido]heptanoate), ClCCCC(CCCCC)OC(C)=O (1-chloro-4-acetoxynonane), ClCCCC(CCCCC(F)(F)F)OC(C)=O (1-chloro-4-acetoxy-9,9,9trifluorononane). Yields the product O[C@@H](C#CCN(C#N)CCCCCCC(=O)O)CCCCC (7-[N-(4-(R)-hydroxy-2-nonynyl)cyanamido]heptanoic acid), O[C@@H](C#CCN(C(=O)N)CCCCCCC(=O)O)CCCCC (7-[1-(4(R)-hydroxy-2-nonynyl)ureido]heptanoic acid). Reaction SMILES: ClCCCC([O:11]C(=O)C)CCCCC.ClCCCC(OC(=O)C)CCCCC(F)(F)F.C([O:35][CH:36]([CH2:54][CH2:55][CH2:56][CH2:57][C:58](F)(F)F)[CH2:37][CH2:38][CH2:39][N:40]([CH2:43][CH2:44][CH2:45][CH2:46][CH2:47][CH2:48][C:49]([O:51]CC)=[O:50])[C:41]#[N:42])(=O)C>>[OH:35][C@H:36]([CH2:54][CH2:55][CH2:56][CH2:57][CH3:58])[C:37]#[C:38][CH2:39][N:40]([CH2:43][CH2:44][CH2:45][CH2:46][CH2:47][CH2:48][C:49]([OH:51])=[O:50])[C:41]#[N:42].[OH:35][C@H:36]([CH2:54][CH2:55][CH2:56][CH2:57][CH3:58])[C:37]#[C:38][CH2:39][N:40]([CH2:43][CH2:44][CH2:45][CH2:46][CH2:47][CH2:48][C:49]([OH:51])=[O:50])[C:41]([NH2:42])=[O:11]. Procedure details: The synthesis of this compound is carried out as described in Example 1 except that, in Step A, the 1-chloro-4-acetoxynonane is replaced by an equimolar amount of 1-chloro-4-acetoxy-9,9,9trifluorononane (Example E). The product of Step A is thus ethyl 7-[N-(4-acetoxy-9,9,9-trifluorononyl)cyanamido]heptanoate. The subsequent steps yield 7-[N-(4-hydroxy-9,9,9-trifluorononyl)cyanamido]heptanoic acid (B) and 7-[1-(4-hydroxy-9,9,9-trifluorononyl)-ureido]heptanoic acid (C).